This data is from the Open Reaction Database (ORD), a public repository of structured organic reaction records. The task is: describe an organic reaction: reactants, conditions, products, and yield Conditions: time 22 hour. Product: CC(=O)NC(C)(C)[C@@H]1CC2(CCN(CC2)C(=O)OC(C)(C)C)c3cc(c(C)cc13)c4cn(c5ncccc45)S(=O)(=O)c6ccccc6, CC(=O)NC(C)(C)[C@@H]1CC2(CCN(CC2)C(=O)OC(C)(C)C)c3cc(Cl)c(C)cc13, c1ccc(-c2ccccc2)cc1. The solvent is CS(C)=O (DMSO), O (water), CS(C)=O (DMSO), CS(C)=O (DMSO), CS(C)=O (DMSO). Reagents/catalysts: CCN=P(N=P(N(C)C)(N(C)C)N(C)C)(N(C)C)N(C)C (P2-Et), CC(C)c1cc(C(C)C)c(-c2ccccc2[PH](C(C)(C)C)(C(C)(C)C)[Pd]2(OS(C)(=O)=O)Nc3ccccc3-c3ccccc32)c(C(C)C)c1 (tBuXphos G3). Starting materials: CC(=O)NC(C)(C)[C@@H]1CC2(CCN(CC2)C(=O)OC(C)(C)C)c3cc(Cl)c(C)cc13, CC1(C)OB(OC1(C)C)c2cn(c3ncccc23)S(=O)(=O)c4ccccc4. The reactants are CC(C)(C)N, ClCCl, O=C(O)c1ccc(Cl)nn1, [Na+], O=C([O-])O. The product is CC(C)(C)NC(=O)c1ccc(Cl)nn1. RXN SMILES: [C:11]([CH3:12])([CH3:13])([CH3:14])[NH2:15].[CH2:21]([Cl:22])[Cl:23].[Cl:1][c:2]1[cH:3][cH:4][c:5]([C:8](=[O:9])[OH:10])[n:6][n:7]1.[Na+:20].[O-:16][C:17]([OH:18])=[O:19]>>[Cl:1][c:2]1[cH:3][cH:4][c:5]([C:8](=[O:10])[NH:15][C:11]([CH3:12])([CH3:13])[CH3:14])[n:6][n:7]1. Starting materials: CC1C(=O)N(C(=O)N1CC2=CC=CC=C2)C3=CC=C(C=C3)Cl.C(C)OC([C@@H]1N(CC(C1)OS(=O)(=O)C1=CC=C(C=C1)C)S(=O)(=O)C1=CC=C(C=C1)C)=O (allo-1 (4-toluenesulfonyl)- 4-(4-toluenesulfonyloxy)-D-proline ethyl ester). Reagents/catalysts: C(C)(=O)[O-].C[N+](C)(C)C (tetramethyl ammonium acetate). Run in C1(=CC=CC=C1)C (toluene). The product is C(C)OC([C@@H]1N(CC(C1)OC(C)=O)S(=O)(=O)C1=CC=C(C=C1)C)=O (4-(Acetyloxy)-1-(4-toluenesulfonyl)-D-proline ethyl ester). The yield is 72.8%. As a reaction SMILES: C[CH:2]1N(CC2C=CC=CC=2)C(=O)N(C2C=CC(Cl)=CC=2)[C:3]1=[O:4].[CH2:23]([O:25][C:26](=[O:53])[C@H:27]1[CH2:31][CH:30]([O:32]S(C2C=CC(C)=CC=2)(=O)=O)[CH2:29][N:28]1[S:43]([C:46]1[CH:51]=[CH:50][C:49]([CH3:52])=[CH:48][CH:47]=1)(=[O:45])=[O:44])[CH3:24]>C1(C)C=CC=CC=1.C([O-])(=O)C.C[N+](C)(C)C>[CH2:23]([O:25][C:26](=[O:53])[C@H:27]1[CH2:31][CH:30]([O:32][C:3](=[O:4])[CH3:2])[CH2:29][N:28]1[S:43]([C:46]1[CH:51]=[CH:50][C:49]([CH3:52])=[CH:48][CH:47]=1)(=[O:44])=[O:45])[CH3:24] |f:0.1,3.4|. Procedure: To 218 g (466 mmol) of allo-1-(4-toluenesulfonyl)- 4-(4-toluenesulfonyloxy)-D-proline ethyl ester in 1500 ml of toluene was added 81 g (606 mmol) of tetramethyl ammonium acetate and the mixture was heated to reflux for 2 hours. The reaction was cooled, washed with 2x500 ml of water and dried over sodium sulfate. Evaporation of the solvent and drying the resulting solids in a vacuum oven overnight at 30° C. provided 120.6 g of product (72% yield). M.P.=82°-83° C. As a reaction SMILES: [Br:11][N:12]1[C:13](=[O:14])[CH2:15][CH2:16][C:17]1=[O:18].[C:19]([O:20][O:21][C:22](=[O:23])[c:24]1[cH:25][cH:26][cH:27][cH:28][cH:29]1)(=[O:30])[c:31]1[cH:32][cH:33][cH:34][cH:35][cH:36]1.[C:1](#[N:2])[c:3]1[c:4]([F:10])[cH:5][c:6]([CH3:9])[cH:7][cH:8]1.[C:37]([Cl:38])([Cl:39])([Cl:40])[Cl:41]>>[C:1](#[N:2])[c:3]1[c:4]([F:10])[cH:5][c:6]([CH2:9][Br:11])[cH:7][cH:8]1. Product: N#Cc1ccc(CBr)cc1F. Starting materials: O=C1CCC(=O)N1Br, O=C(OOC(=O)c1ccccc1)c1ccccc1, Cc1ccc(C#N)c(F)c1, ClC(Cl)(Cl)Cl. Starting materials: N1(CCCC1)CCO (2-(pyrrolidin-1-yl)ethanol), ClC1=CC=C(C=N1)\C(=C(\CC)/C1=CC=CC=C1)\C1=CC=C(C=C1)O ((Z)-4-(1-(6-chloropyridin-3-yl)-2-phenylbut-1-enyl)phenol). Product: C1(=CC=CC=C1)\C(=C(/C=1C=NC(=CC1)OCCN1CCCC1)\C1=CC=C(C=C1)O)\CC ((Z)-4-(2-phenyl-1-(6-(2-(pyrrolidin-1-yl)ethoxy)pyridin-3-yl)but-1-enyl)phenol). The yield is 113.4%. As a reaction SMILES: [N:1]1([CH2:6][CH2:7][OH:8])[CH2:5][CH2:4][CH2:3][CH2:2]1.Cl[C:10]1[N:15]=[CH:14][C:13](/[C:16](/[C:26]2[CH:31]=[CH:30][C:29]([OH:32])=[CH:28][CH:27]=2)=[C:17](\[C:20]2[CH:25]=[CH:24][CH:23]=[CH:22][CH:21]=2)/[CH2:18][CH3:19])=[CH:12][CH:11]=1>>[C:20]1(/[C:17](/[CH2:18][CH3:19])=[C:16](/[C:26]2[CH:31]=[CH:30][C:29]([OH:32])=[CH:28][CH:27]=2)\[C:13]2[CH:14]=[N:15][C:10]([O:8][CH2:7][CH2:6][N:1]3[CH2:5][CH2:4][CH2:3][CH2:2]3)=[CH:11][CH:12]=2)[CH:21]=[CH:22][CH:23]=[CH:24][CH:25]=1. Procedure details: Following the same procedure as described in example 3, 2-(pyrrolidin-1-yl)ethanol (343 mg, 10 eq) and (Z)-4-(1-(6-chloropyridin-3-yl)-2-phenylbut-1-enyl)phenol (100 mg, 1 eq, prepared from example 1) were used as starting material to get the desired product (140 mg, 95%). 1H NMR (400 MHz, CDCl3) δ 7.53 (s, 1H), 7.15-7.20 (m, 2H), 7.01-7.13 (m, 6H), 6.92 (d, J=8.0 Hz, 1H), 6.76 (d, J=8.4 Hz, 2H), 5.68 (brs, 1H), 4.26 (bs, 2H), 2.91 (brs, 2H), 2.72 (brs, 4H), 2.50 (q, J=7.2 Hz, 2H), 1.89 (brs, 4H... Reactants: Cl (hydrochloric acid), CC(C(=O)O)(CC)C (2,2-dimethyl-butanoic acid), C(C)O (ethanol), O (water). Product: C(C)OC(C(CC)(C)C)=O (2,2-dimethyl-butyric acid ethyl ester). RXN SMILES: Cl.[CH3:2][C:3]([CH3:9])([CH2:7][CH3:8])[C:4]([OH:6])=[O:5].O.[CH2:11](O)[CH3:12]>>[CH2:11]([O:5][C:4](=[O:6])[C:3]([CH3:9])([CH3:2])[CH2:7][CH3:8])[CH3:12]. Reported procedure: Add 0.2 mL of concentrated hydrochloric acid to 2,2-dimethyl-butanoic acid (5.0 g, 43.0 mmol) in ethanol (43 mL) and heat to reflux for 5 hours. Cool to room temperature. Pour the reaction into water and extract with diethyl ether. Wash the combined organics with saturated aqueous sodium bicarbonate and water, dry over magnesium sulfate, filter, and concentrate under reduced pressure to afford the title compound which was used without further purification (4.0 g, 64.4%): 1H NMR (CDCl3) δ 0.82 (t...